Task: describe an organic reaction: reactants, conditions, products, and yield. Dataset: the Open Reaction Database (ORD), a public repository of structured organic reaction records Reactants: substituted phenyl, CN1N=C(N=N1)C1=CC=C(C=C1)C (2-methyl-5-(4-methylphenyl)-1,2,3,4-tetrazole), BrN1C(CCC1=O)=O (N-bromosuccinimide). The product is BrCC1=CC=C(C=C1)C=1N=NN(N1)C (5-[4-(bromomethyl)phenyl]-2-methyl-1,2,3,4-tetrazole). RXN SMILES: [CH3:1][N:2]1[N:6]=[N:5][C:4]([C:7]2[CH:12]=[CH:11][C:10]([CH3:13])=[CH:9][CH:8]=2)=[N:3]1.[Br:14]N1C(=O)CCC1=O>>[Br:14][CH2:13][C:10]1[CH:11]=[CH:12][C:7]([C:4]2[N:5]=[N:6][N:2]([CH3:1])[N:3]=2)=[CH:8][CH:9]=1. Procedure: In a first step as depicted in Scheme 2, an appropriately substituted phenyl derivative, for example, the known compound 2-methyl-5-(4-methylphenyl)-1,2,3,4-tetrazole, is brominated with, for example N-bromosuccinimide and light, to afford the corresponding 5-[4-(bromomethyl)phenyl]-2-methyl-1,2,3,4-tetrazole (A1). Intermediate (A1) is then reacted under basic conditions with an appropriately substituted cyclic amine derivative, for example, the known compound 4-piperidone hydrochloride monohydr... Reported procedure: To 400 ml of chloroform in a 3 liter flask equipped with a mechanical stirrer was added 50 g of 2-bromo-4'-phenylacetophenone and 26.4 g of hexamethylenetetramine. The solution was stirred at 48° C. for 4 hours, then cooled to 20° C., and the resulting solid collected and washed with a small amount of absolute ethanol. The solid was suspended in a solution of 270 ml of absolute ethanol and 134 ml of concentrated hydrochloric acid and stirred at 20° C. for 22 hours. This solid was collected washe... The reactants are BrCC(=O)C1=CC=C(C=C1)C1=CC=CC=C1 (2-bromo-4'-phenylacetophenone), C1N2CN3CN1CN(C2)C3 (hexamethylenetetramine), C(Cl)(Cl)Cl (chloroform). Run at temperature 48 celsius, time 4 hour. Product: Cl.NCC(=O)C1=CC=C(C=C1)C1=CC=CC=C1 (2-Amino-4'-phenylacetophenone, hydrochloride). As a reaction SMILES: Br[CH2:2][C:3]([C:5]1[CH:10]=[CH:9][C:8]([C:11]2[CH:16]=[CH:15][CH:14]=[CH:13][CH:12]=2)=[CH:7][CH:6]=1)=[O:4].C1N2CN3CN(C2)C[N:18]1C3.C(Cl)(Cl)[Cl:28]>>[ClH:28].[NH2:18][CH2:2][C:3]([C:5]1[CH:10]=[CH:9][C:8]([C:11]2[CH:16]=[CH:15][CH:14]=[CH:13][CH:12]=2)=[CH:7][CH:6]=1)=[O:4] |f:3.4|.